From a dataset of the Open Reaction Database (ORD), a public repository of structured organic reaction records. describe an organic reaction: reactants, conditions, products, and yield The reactants are BrC=1N=C(C(=NC1CC)N[C@H]1[C@H](CC2=CC=CC=C12)O)CC ((1R,2S)-1-[(5-bromo-3,6-diethylpyrazin-2-yl)amino]-2,3-dihydro-1H-inden-2-ol), O1CCC(C2=CC=CC=C12)NC1=NC(=CN=C1CC)CC (N-(3,4-dihydro-2H-chromen-4-yl)-3,6-diethylpyrazin-2-amine). Product: BrC=1N=C(C(=NC1CC)NC1CCOC2=CC=CC=C12)CC (5-bromo-N-(3,4-dihydro-2H-chromen-4-yl)-3,6-diethylpyrazin-2-amine). Reaction SMILES: [Br:1][C:2]1[N:3]=[C:4]([CH2:21][CH3:22])[C:5]([NH:10][C@@H:11]2[C:19]3[C:14](=[CH:15][CH:16]=[CH:17][CH:18]=3)[CH2:13][C@@H:12]2O)=[N:6][C:7]=1[CH2:8][CH3:9].[O:23]1C2C(=CC=CC=2)C(NC2C(CC)=NC=C(CC)N=2)CC1>>[Br:1][C:2]1[N:3]=[C:4]([CH2:21][CH3:22])[C:5]([NH:10][CH:11]2[C:19]3[C:14](=[CH:15][CH:16]=[CH:17][CH:18]=3)[O:23][CH2:13][CH2:12]2)=[N:6][C:7]=1[CH2:8][CH3:9]. Reported procedure: Following the procedure for the preparation of (1R,2S)-1-[(5-bromo-3,6-diethylpyrazin-2-yl)amino]-2,3-dihydro-1H-inden-2-ol but substituting N-(3,4-dihydro-2H-chromen-4-yl)-3,6-diethylpyrazin-2-amine and making non-critical variations provided the title compound as a oil: 1H NMR (300 MHz, CDCl3) δ) 7.28-7.21, 6.96-6.89, 5.26, 4.54, 4.29-4.22, 2.84, 2.57, 2.22, 1.32-1.24; HRMS (FAB) calcd for C17H20BrN3O+H 362.0868, found 362.0861. Anal. Calcd for C17H20BrN3O: C, 56.36; H, 5.56; N, 11.60. Found: ... Starting materials: C(C)(C)(C)OC(=O)C1=C(C=CC=C1)C1=CC=C(C=C1)C (2-t-butoxycarbonyl-4'-methylbiphenyl), BrN1C(CCC1=O)=O (N-bromosuccinimide), C(C1=CC=CC=C1)(=O)OOC(C1=CC=CC=C1)=O (dibenzoyl peroxide). Run in C(Cl)(Cl)(Cl)Cl (CCl4). Product: BrCC1=CC=C(C=C1)C1=C(C=CC=C1)C(=O)OC(C)(C)C (4-BROMOMETHYL-2'-t-BUTOXYCARBONYL-BIPHENYL). Yield: 81.8%. As a reaction SMILES: [C:1]([O:5][C:6]([C:8]1[CH:13]=[CH:12][CH:11]=[CH:10][C:9]=1[C:14]1[CH:19]=[CH:18][C:17]([CH3:20])=[CH:16][CH:15]=1)=[O:7])([CH3:4])([CH3:3])[CH3:2].[Br:21]N1C(=O)CCC1=O.C(OOC(=O)C1C=CC=CC=1)(=O)C1C=CC=CC=1>C(Cl)(Cl)(Cl)Cl>[Br:21][CH2:20][C:17]1[CH:18]=[CH:19][C:14]([C:9]2[CH:10]=[CH:11][CH:12]=[CH:13][C:8]=2[C:6]([O:5][C:1]([CH3:4])([CH3:3])[CH3:2])=[O:7])=[CH:15][CH:16]=1. Procedure: To a solution of 2-t-butoxycarbonyl-4'-methylbiphenyl (25.3 g, 95 mmol) in CCl4 (200 ml) were added freshly opened N-bromosuccinimide (17.6 g, 0.099 mole) and dibenzoyl peroxide (2.28 g, 0.0094 moles). The mixture was refluxed for 4 hours, cooled to room temperature and filtered. The filtrate was washed with sat. NaHSO3 (1×50 ml), sat. NaHCO3 (1×50 ml), water (1×50 ml), sat. NaCl (1×50 ml) and dried over MgSO4. The solution was filtered and concentrated in vacuo. The residue was dissolved in 100... Starting materials: ClC=1C=C(C=CC1O)CC(=O)OC (methyl 3-chloro-4-hydroxyphenylacetate), C([O-])([O-])=O.[K+].[K+] (potassium carbonate), C(C1=CC=CC=C1)Br (benzyl bromide). Run in C(C)C(=O)C (methyl ethyl ketone). Yields the product C(C1=CC=CC=C1)OC1=C(C=C(C=C1)CC(=O)OC)Cl (Methyl 4-Benzyloxy-3-Chlorophenylacetate). RXN SMILES: [Cl:1][C:2]1[CH:3]=[C:4]([CH2:9][C:10]([O:12][CH3:13])=[O:11])[CH:5]=[CH:6][C:7]=1[OH:8].C(=O)([O-])[O-].[K+].[K+].[CH2:20](Br)[C:21]1[CH:26]=[CH:25][CH:24]=[CH:23][CH:22]=1>C(C(C)=O)C>[CH2:20]([O:8][C:7]1[CH:6]=[CH:5][C:4]([CH2:9][C:10]([O:12][CH3:13])=[O:11])=[CH:3][C:2]=1[Cl:1])[C:21]1[CH:26]=[CH:25][CH:24]=[CH:23][CH:22]=1 |f:1.2.3|. Procedure details: A mixture of 8.7 g (43.4 mmoles) of methyl 3-chloro-4-hydroxyphenylacetate, 6.2 g (44.8 mmoles) of powdered anhydrous potassium carbonate, 7.6 g (44.6 mmoles) of benzyl bromide, and 25 ml of methyl ethyl ketone was refluxed for six hours. The reactants are C(C)OC=1C=C(C=CC1[N+](=O)[O-])C(O)C1=NC=CC=C1 ((3-ethoxy-4-nitrophenyl)(2-pyridyl)methanol), reduced iron, C(C)(=O)OCC (Ethyl acetate), C(C)O (ethanol). The solvent is C(C)(=O)O (acetic acid). Conditions: time 8 hour. The product is NC1=C(C=C(C=C1)C(O)C1=NC=CC=C1)OCC ((4-amino-3-ethoxyphenyl)(2-pyridyl)methanol). The yield is 15.3%. Reaction SMILES: [CH2:1]([O:3][C:4]1[CH:5]=[C:6]([CH:13]([C:15]2[CH:20]=[CH:19][CH:18]=[CH:17][N:16]=2)[OH:14])[CH:7]=[CH:8][C:9]=1[N+:10]([O-])=O)[CH3:2].C(OCC)(=O)C.C(O)C>C(O)(=O)C>[NH2:10][C:9]1[CH:8]=[CH:7][C:6]([CH:13]([C:15]2[CH:20]=[CH:19][CH:18]=[CH:17][N:16]=2)[OH:14])=[CH:5][C:4]=1[O:3][CH2:1][CH3:2]. Reported procedure: To a solution of (3-ethoxy-4-nitrophenyl)(2-pyridyl)methanol (2.5 g) in acetic acid (50 ml), reduced iron (7.5 g) was added to the mixture and the mixture was stirred overnight. Ethyl acetate and ethanol were added to the mixture, and the unnecessary substances were filtered off. The filtrate was concentrated under reduced pressure, the residue was diluted with ethyl acetate and neutralized with an aqueous solution of saturated sodium bicarbonate. The organic layer was separated and washed with ... Reactants: FC1(CC(C1)C1=NC(=NO1)C=1C=CC(=C(C1)NC(=O)C1=CN=C2N1C=C(C=C2)CO[Si](C(C)C)(C(C)C)C(C)C)C)F (N-(5-(5-(3,3-difluorocyclobutyl)-1,2,4-oxadiazol-3-yl)-2-methylphenyl)-6-(((triisopropylsilyl)oxy)methyl)imidazo[1,2-a]pyridine-3-carboxamide), CCCC[N+](CCCC)(CCCC)CCCC.[F-] (TBAF). Run in C1CCOC1 (THF). Reaction conditions: time 1 hour. Product: FC1(CC(C1)C1=NC(=NO1)C=1C=CC(=C(C1)NC(=O)C1=CN=C2N1C=C(C=C2)CO)C)F (N-(5-(5-(3,3-difluorocyclobutyl)-1,2,4-oxadiazol-3-yl)-2-methylphenyl)-6-(hydroxymethyl)imidazo[1,2-a]pyridine-3-carboxamide). As a reaction SMILES: [F:1][C:2]1([F:42])[CH2:5][CH:4]([C:6]2[O:10][N:9]=[C:8]([C:11]3[CH:12]=[CH:13][C:14]([CH3:41])=[C:15]([NH:17][C:18]([C:20]4[N:24]5[CH:25]=[C:26]([CH2:29][O:30][Si](C(C)C)(C(C)C)C(C)C)[CH:27]=[CH:28][C:23]5=[N:22][CH:21]=4)=[O:19])[CH:16]=3)[N:7]=2)[CH2:3]1.CCCC[N+](CCCC)(CCCC)CCCC.[F-]>C1COCC1>[F:42][C:2]1([F:1])[CH2:5][CH:4]([C:6]2[O:10][N:9]=[C:8]([C:11]3[CH:12]=[CH:13][C:14]([CH3:41])=[C:15]([NH:17][C:18]([C:20]4[N:24]5[CH:25]=[C:26]([CH2:29][OH:30])[CH:27]=[CH:28][C:23]5=[N:22][CH:21]=4)=[O:19])[CH:16]=3)[N:7]=2)[CH2:3]1 |f:1.2|. Procedure: To a solution of N-(5-(5-(3,3-difluorocyclobutyl)-1,2,4-oxadiazol-3-yl)-2-methylphenyl)-6-(((triisopropylsilyl)oxy)methyl)imidazo[1,2-a]pyridine-3-carboxamide (64) (230 mg, 0.39 mmol) in THF (5 mL), was added TBAF (1M in THF, 0.43 mL) and the resulting mixture was stirred for 1 hour. THF was removed and the residue was added to a mixture of water (10 mL), MeOH (5 mL) and EtOAc (5 mL). Organic solvents were removed slowly to give a precipitate which was filtered and dried to afford N-(5-(5-(3,3-d... The reactants are NC=1C(=NC(=C(C1)C(F)(F)F)OC)C1=NN=C(O1)[C@@](C(F)(F)F)(C)O ((R)-2-(5-(3-amino-6-methoxy-5-(trifluoromethyl)pyridin-2-yl)-1,3,4-oxadiazol-2-yl)-1,1,1-trifluoropropan-2-ol), ClN1C(N(C(N(C1=O)Cl)=O)Cl)=O (trichloroisocyanuric acid). Run in C(C)#N (acetonitrile). Run at time 10 minute. The product is NC=1C(=NC(=C(C1Cl)C(F)(F)F)OC)C1=NN=C(O1)[C@@](C(F)(F)F)(C)O ((R)-2-[5-(3-Amino-4-chloro-6-methoxy-5-trifluoromethyl-pyridin-2-yl)-[1,3,4]oxadiazol-2-yl]-1,1,1-trifluoro-propan-2-ol). As a reaction SMILES: [NH2:1][C:2]1[C:3]([C:14]2[O:18][C:17]([C@:19]([OH:25])([CH3:24])[C:20]([F:23])([F:22])[F:21])=[N:16][N:15]=2)=[N:4][C:5]([O:12][CH3:13])=[C:6]([C:8]([F:11])([F:10])[F:9])[CH:7]=1.[Cl:26]N1C(=O)N(Cl)C(=O)N(Cl)C1=O>C(#N)C>[NH2:1][C:2]1[C:3]([C:14]2[O:18][C:17]([C@:19]([OH:25])([CH3:24])[C:20]([F:23])([F:22])[F:21])=[N:16][N:15]=2)=[N:4][C:5]([O:12][CH3:13])=[C:6]([C:8]([F:10])([F:9])[F:11])[C:7]=1[Cl:26]. Procedure details: To (R)-2-(5-(3-amino-6-methoxy-5-(trifluoromethyl)pyridin-2-yl)-1,3,4-oxadiazol-2-yl)-1,1,1-trifluoropropan-2-ol (Example 2) (150 mg, 0.403 mmol) in acetonitrile (1 ml) was added trichloroisocyanuric acid (37.5 mg, 0.161 mmol) and the resulting mixture was heated using microwave radiation at 100° C. for 30 minutes followed by 125° C. for 10 minutes. The mixture was partitioned between EtOAc and water. The organic portion was separated and washed with sat.NaHCO3, brine, dried (MgSO4) and concentr... The reactants are Cc1ccc(CC(=O)O)cc1, NCc1ccccc1C(F)(F)F. The reagents and catalysts are C1CCC(CC1)N=C=NC2CCCCC2 (DCC), CN1CCOCC1 (NMM), Oc1cc(Cl)c(Cl)cc1Cl (2,4,5-Trichlorophenol). Run in CN(C)C=O (DMF), CN(C)C=O (DMF), CN(C)C=O (DMF), CN(C)C=O (DMF), CN(C)C=O (DMF), CN(C)C=O (DMF). Run at temperature 25 celsius, time 2 hour. The product is Cc1ccc(CC(=O)NCc2ccccc2C(F)(F)F)cc1. The yield is 5.2%. RXN SMILES: NCc1ccccc1C(F)(F)F.Cc1ccc(CC(=O)O)cc1.C1CCC(CC1)N=C=NC2CCCCC2.C1=C(C(=CC(=C1Cl)Cl)Cl)[O-].[Na+].CN1CCOCC1.CN(C)C=O>>Cc1ccc(CC(=O)NCc2ccccc2C(F)(F)F)cc1.